This data is from the Open Reaction Database (ORD), a public repository of structured organic reaction records. The task is: describe an organic reaction: reactants, conditions, products, and yield The reactants are O=C([O-])[O-], CO, COC(=O)c1cnc(Cl)cn1, [K+], [K+], O. Product: O=C(O)c1cnc(Cl)cn1. As a reaction SMILES: [C:12](=[O:13])([O-:14])[O-:15].[CH3:18][OH:19].[Cl:1][c:2]1[n:3][cH:4][c:5]([C:8](=[O:9])[O:10][CH3:11])[n:6][cH:7]1.[K+:16].[K+:17].[OH2:20]>>[Cl:1][c:2]1[n:3][cH:4][c:5]([C:8](=[O:9])[OH:10])[n:6][cH:7]1. Product: COc1cccc(CC2CCCCC2(O)c2nc(-c3ccccc3)c(-c3ccccc3)o2)c1. Starting materials: ClC(Cl)(Cl)Cl, C1CCCCC1, COc1cccc(CC2CCCCC2=O)c1, CCOCC, CC(C)[N-]C(C)C, [Cl-], [Li+], [NH4+], C1CCOC1, C1CCOC1, c1ccc(-c2ncoc2-c2ccccc2)cc1. As a reaction SMILES: [C:65]([Cl:66])([Cl:67])([Cl:68])[Cl:69].[CH2:49]1[CH2:50][CH2:51][CH2:52][CH2:53][CH2:54]1.[CH3:31][O:32][c:33]1[cH:34][c:35]([CH2:39][CH:40]2[C:41](=[O:46])[CH2:42][CH2:43][CH2:44][CH2:45]2)[cH:36][cH:37][cH:38]1.[CH3:60][CH2:61][O:62][CH2:63][CH3:64].[CH:6]([N-:7][CH:8]([CH3:9])[CH3:10])([CH3:11])[CH3:12].[Cl-:47].[Li+:13].[NH4+:48].[O:1]1[CH2:2][CH2:3][CH2:4][CH2:5]1.[O:55]1[CH2:56][CH2:57][CH2:58][CH2:59]1.[c:14]1(-[c:20]2[n:21][cH:22][o:23][c:24]2-[c:25]2[cH:26][cH:27][cH:28][cH:29][cH:30]2)[cH:15][cH:16][cH:17][cH:18][cH:19]1>>[c:14]1(-[c:20]2[n:21][c:22]([C:41]3([OH:46])[CH:40]([CH2:39][c:35]4[cH:34][c:33]([O:32][CH3:31])[cH:38][cH:37][cH:36]4)[CH2:45][CH2:44][CH2:43][CH2:42]3)[o:23][c:24]2-[c:25]2[cH:26][cH:27][cH:28][cH:29][cH:30]2)[cH:15][cH:16][cH:17][cH:18][cH:19]1. The reactants are CCO, Cl, Nc1ncccc1OCc1ccccc1, CCOC(=N)Cc1ccccc1. The product is N=C(Cc1ccccc1)Nc1ncccc1OCc1ccccc1. RXN SMILES: [CH3:29][CH2:30][OH:31].[ClH:16].[NH2:1][c:2]1[n:3][cH:4][cH:5][cH:6][c:7]1[O:8][CH2:9][c:10]1[cH:11][cH:12][cH:13][cH:14][cH:15]1.[c:17]1([CH2:23][C:24]([O:25][CH2:26][CH3:27])=[NH:28])[cH:18][cH:19][cH:20][cH:21][cH:22]1>>[NH:1]([c:2]1[n:3][cH:4][cH:5][cH:6][c:7]1[O:8][CH2:9][c:10]1[cH:11][cH:12][cH:13][cH:14][cH:15]1)[C:24]([CH2:23][c:17]1[cH:18][cH:19][cH:20][cH:21][cH:22]1)=[NH:28].